This data is from the Open Reaction Database (ORD), a public repository of structured organic reaction records. The task is: describe an organic reaction: reactants, conditions, products, and yield Starting materials: CCN=C=NCCCN(C)C, Cc1noc2cc3c(cc12)C1(CO3)C(=O)N(Cc2nc(C(=O)O)co2)c2ccccc21, CNC, CN1CCOCC1, CN(C)C=O, Cl, Cl, O, On1nnc2ccccc21. Yields the product Cc1noc2cc3c(cc12)C1(CO3)C(=O)N(Cc2nc(C(=O)N(C)C)co2)c2ccccc21. As a reaction SMILES: [CH2:48]([N:49]=[C:50]=[N:51][CH2:52][CH2:53][CH2:54][N:55]([CH3:56])[CH3:57])[CH3:58].[CH3:1][c:2]1[n:3][o:4][c:5]2[c:6]1[cH:7][c:8]1[c:9]([cH:10]2)[O:11][CH2:12][C:13]12[C:14](=[O:31])[N:15]([CH2:22][c:23]1[o:24][cH:25][c:26]([C:28](=[O:29])[OH:30])[n:27]1)[c:16]1[cH:17][cH:18][cH:19][cH:20][c:21]12.[CH3:33][NH:34][CH3:35].[CH3:59][N:60]1[CH2:61][CH2:62][O:63][CH2:64][CH2:65]1.[CH3:66][N:67]([CH3:68])[CH:69]=[O:70].[ClH:32].[ClH:47].[OH2:36].[OH:37][n:38]1[c:39]2[cH:40][cH:41][cH:42][cH:43][c:44]2[n:45][n:46]1>>[CH3:1][c:2]1[n:3][o:4][c:5]2[c:6]1[cH:7][c:8]1[c:9]([cH:10]2)[O:11][CH2:12][C:13]12[C:14](=[O:31])[N:15]([CH2:22][c:23]1[o:24][cH:25][c:26]([C:28](=[O:30])[N:34]([CH3:33])[CH3:35])[n:27]1)[c:16]1[cH:17][cH:18][cH:19][cH:20][c:21]12. Reaction SMILES: [CH2:27]1[O:28][CH2:29][CH2:30][CH2:31]1.[Cl:16][C:17](=[O:18])[O:19][CH2:20][c:21]1[cH:22][cH:23][cH:24][cH:25][cH:26]1.[NH2:1][CH2:2][CH:3]1[CH2:4][CH2:5][N:6]([C:9](=[O:10])[O:11][C:12]([CH3:13])([CH3:14])[CH3:15])[CH2:7][CH2:8]1.[Na+:34].[OH-:33].[OH2:32]>>[NH:1]([CH2:2][CH:3]1[CH2:4][CH2:5][N:6]([C:9](=[O:10])[O:11][C:12]([CH3:13])([CH3:14])[CH3:15])[CH2:7][CH2:8]1)[C:17](=[O:18])[O:19][CH2:20][c:21]1[cH:22][cH:23][cH:24][cH:25][cH:26]1. The product is CC(C)(C)OC(=O)N1CCC(CNC(=O)OCc2ccccc2)CC1. Reactants: C1CCOC1, O=C(Cl)OCc1ccccc1, CC(C)(C)OC(=O)N1CCC(CN)CC1, [Na+], [OH-], O.